Dataset: the Open Reaction Database (ORD), a public repository of structured organic reaction records. Task: describe an organic reaction: reactants, conditions, products, and yield The reactants are [Al+3], CC(=O)Nc1c(Cl)cc(C#N)cc1Cl, C1CCOC1, [H-], [H-], [H-], [H-], [Li+], [Na+], [Na+], O, O, O, O, O, O, O, O, O, O, O=S(=O)([O-])[O-]. The product is CC(=O)Nc1c(Cl)cc(CN)cc1Cl. As a reaction SMILES: [Al+3:16].[C:1]([CH3:2])(=[O:3])[NH:4][c:5]1[c:6]([Cl:14])[cH:7][c:8]([C:9]#[N:10])[cH:11][c:12]1[Cl:13].[CH2:38]1[O:39][CH2:40][CH2:41][CH2:42]1.[H-:15].[H-:18].[H-:19].[H-:20].[Li+:17].[Na+:36].[Na+:37].[OH2:21].[OH2:22].[OH2:23].[OH2:24].[OH2:25].[OH2:26].[OH2:27].[OH2:28].[OH2:29].[OH2:30].[S:31]([O-:32])([O-:33])(=[O:34])=[O:35]>>[C:1]([CH3:2])(=[O:3])[NH:4][c:5]1[c:6]([Cl:14])[cH:7][c:8]([CH2:9][NH2:10])[cH:11][c:12]1[Cl:13]. The reactants are CC(C)(C)OC(=O)Nc1ccc(-c2ccccc2)cc1NC(=O)CC(=O)c1sccc1Cl, ClCCl, O=C(O)C(F)(F)F. The product is O=C1CC(c2sccc2Cl)=Nc2ccc(-c3ccccc3)cc2N1. Reaction SMILES: [C:1]([O:2][C:3](=[O:4])[NH:7][c:8]1[c:9]([NH:20][C:21]([CH2:22][C:23](=[O:5])[c:25]2[s:26][cH:27][cH:28][c:29]2[Cl:30])=[O:31])[cH:10][c:11](-[c:14]2[cH:15][cH:16][cH:17][cH:18][cH:19]2)[cH:12][cH:13]1)([CH3:6])([CH3:24])[CH3:32].[Cl:40][CH2:41][Cl:42].[F:33][C:34]([F:35])([F:36])[C:37]([OH:38])=[O:39]>>[N:7]1=[C:23]([c:25]2[s:26][cH:27][cH:28][c:29]2[Cl:30])[CH2:22][C:21](=[O:31])[NH:20][c:9]2[c:8]1[cH:13][cH:12][c:11](-[c:14]1[cH:15][cH:16][cH:17][cH:18][cH:19]1)[cH:10]2. The reactants are [H-].[Na+] (Sodium hydride), NC=1SC(=NN1)SCCN(CC)CC (2-amino-5-diethylaminoethylthio-1,3,4-thiadiazole), C(C)(C)OC1=CC=C(C(=O)O)C=C1 (4-Isopropyloxybenzoic acid), C(=O)(N1C=NC=C1)N1C=NC=C1 (carbonyldiimidazole). The solvent is O1CCCC1 (tetrahydrofuran), O1CCCC1 (tetrahydrofuran). Run at time 4 hour. Product: C(C)(C)OC1=CC=C(C(=O)NC=2SC(=NN2)SCCN(CC)CC)C=C1 (2-(4-isopropyloxybenzoyl)amino-5-diethylaminoethylthio-1,3,4-thiadiazole). Yield: 61.5%. Reaction SMILES: [H-].[Na+].[NH2:3][C:4]1[S:5][C:6]([S:9][CH2:10][CH2:11][N:12]([CH2:15][CH3:16])[CH2:13][CH3:14])=[N:7][N:8]=1.[CH:17]([O:20][C:21]1[CH:29]=[CH:28][C:24]([C:25](O)=[O:26])=[CH:23][CH:22]=1)([CH3:19])[CH3:18].C(N1C=CN=C1)(N1C=CN=C1)=O>O1CCCC1>[CH:17]([O:20][C:21]1[CH:29]=[CH:28][C:24]([C:25]([NH:3][C:4]2[S:5][C:6]([S:9][CH2:10][CH2:11][N:12]([CH2:15][CH3:16])[CH2:13][CH3:14])=[N:7][N:8]=2)=[O:26])=[CH:23][CH:22]=1)([CH3:19])[CH3:18] |f:0.1|. Procedure: Sodium hydride (0.6 g) and 2-amino-5-diethylaminoethylthio-1,3,4-thiadiazole (2.3 g) were stirred in tetrahydrofuran (30 ml) for 30 minutes while being cooled with ice. 4-Isopropyloxybenzoic acid (1.8 g) and carbonyldiimidazole (1.8 g) were stirred in tetrahydrofuran (30 ml) for 30 minutes at room temperature and the mixture was added to the former reaction mixture. The mixture was stirred for 4 hours at room temperature, and then concentrated under a vacuum. The residue, with water added theret... The product is C=CCn1c(CC(C)(C)C(=O)O)c(Cc2ccc(Cl)cc2)c2ccc(OCc3ccc4ccccc4n3)cc21. Reaction SMILES: [CH2:1]([CH:2]=[CH2:3])[Br:4].[c:5]1([S:6](=[O:7])(=[O:8])[n:14]2[c:15]([CH2:43][C:44]([C:45](=[O:46])[OH:47])([CH3:48])[CH3:49])[c:16]([CH2:35][c:36]3[cH:37][cH:38][c:39]([Cl:42])[cH:40][cH:41]3)[c:17]3[cH:18][cH:19][c:20]([O:23][CH2:24][c:25]4[n:26][c:27]5[cH:28][cH:29][cH:30][cH:31][c:32]5[cH:33][cH:34]4)[cH:21][c:22]23)[cH:9][cH:10][cH:11][cH:12][cH:13]1>>[CH2:1]([CH:2]=[CH2:3])[n:14]1[c:15]([CH2:43][C:44]([C:45](=[O:46])[OH:47])([CH3:48])[CH3:49])[c:16]([CH2:35][c:36]2[cH:37][cH:38][c:39]([Cl:42])[cH:40][cH:41]2)[c:17]2[cH:18][cH:19][c:20]([O:23][CH2:24][c:25]3[n:26][c:27]4[cH:28][cH:29][cH:30][cH:31][c:32]4[cH:33][cH:34]3)[cH:21][c:22]12. The reactants are C=CCBr, CC(C)(Cc1c(Cc2ccc(Cl)cc2)c2ccc(OCc3ccc4ccccc4n3)cc2n1S(=O)(=O)c1ccccc1)C(=O)O. Reactants: C[Si](C)(C)CCN1C(=O)CN(c2ccc(I)cc2OCc2ccccc2)S1(=O)=O, O=C1NC(CI)Cc2ccccc21. Product: C[Si](C)(C)CCN1C(=O)CN(c2ccc(CC3Cc4ccccc4C(=O)N3)cc2OCc2ccccc2)S1(=O)=O. RXN SMILES: [CH2:14]([c:15]1[cH:16][cH:17][cH:18][cH:19][cH:20]1)[O:21][c:22]1[c:23]([N:29]2[CH2:30][C:31](=[O:42])[N:32]([CH2:36][CH2:37][Si:38]([CH3:39])([CH3:40])[CH3:41])[S:33]2(=[O:34])=[O:35])[cH:24][cH:25][c:26]([I:28])[cH:27]1.[I:1][CH2:2][CH:3]1[NH:4][C:5](=[O:13])[c:6]2[cH:7][cH:8][cH:9][cH:10][c:11]2[CH2:12]1>>[CH2:2]([CH:3]1[NH:4][C:5](=[O:13])[c:6]2[cH:7][cH:8][cH:9][cH:10][c:11]2[CH2:12]1)[c:26]1[cH:25][cH:24][c:23]([N:29]2[CH2:30][C:31](=[O:42])[N:32]([CH2:36][CH2:37][Si:38]([CH3:39])([CH3:40])[CH3:41])[S:33]2(=[O:34])=[O:35])[c:22]([O:21][CH2:14][c:15]2[cH:16][cH:17][cH:18][cH:19][cH:20]2)[cH:27]1. The reactants are CC(C)(C)OC(=O)N1CC(=O)N(c2ccccc2Cl)CC1(C)C, ClCCl, O=C(O)C(F)(F)F. Yields the product CC1(C)CN(c2ccccc2Cl)C(=O)CN1. Reaction SMILES: [C:8]([O:9][C:10](=[O:11])[N:15]1[C:16]([CH3:29])([CH3:30])[CH2:17][N:18]([c:22]2[c:23]([Cl:28])[cH:24][cH:25][cH:26][cH:27]2)[C:19](=[O:21])[CH2:20]1)([CH3:12])([CH3:13])[CH3:14].[CH2:31]([Cl:32])[Cl:33].[OH:1][C:2]([C:3]([F:4])([F:5])[F:6])=[O:7]>>[NH:15]1[C:16]([CH3:29])([CH3:30])[CH2:17][N:18]([c:22]2[c:23]([Cl:28])[cH:24][cH:25][cH:26][cH:27]2)[C:19](=[O:21])[CH2:20]1. The reactants are Oc1ccc(Br)cc1, O=C([O-])[O-], CCN(CC)CCCl, Cl, [Cs+], [Cs+], CN(C)C=O, O. The product is CCN(CC)CCOc1ccc(Br)cc1. RXN SMILES: [Br:1][c:2]1[cH:3][cH:4][c:5]([OH:8])[cH:6][cH:7]1.[C:18](=[O:19])([O-:20])[O-:21].[Cl:10][CH2:11][CH2:12][N:13]([CH2:14][CH3:15])[CH2:16][CH3:17].[ClH:9].[Cs+:22].[Cs+:23].[O:25]=[CH:26][N:27]([CH3:28])[CH3:29].[OH2:24]>>[Br:1][c:2]1[cH:3][cH:4][c:5]([O:8][CH2:11][CH2:12][N:13]([CH2:14][CH3:15])[CH2:16][CH3:17])[cH:6][cH:7]1. Starting materials: Cl.C(C1=CC=CC=C1)OC([C@H]1NCCC1)=O (L-proline benzylester hydrochloride), C1(=CC=CC=C1)CCC(=O)O (3-phenylpropionic acid), C1(CCCCC1)N=C=NC1CCCCC1 (N,N'-dicyclohexylcarbodiimide), C(Cl)Cl (methylene chloride). Run in C(C)N(CC)CC (triethylamine). Conditions: temperature 0 celsius, time 20 hour. Yields the product C(C1=CC=CC=C1)OC([C@H]1N(CCC1)C(CCC1=CC=CC=C1)=O)=O (N-(3-phenylpropionyl)-L-proline benzyl ester). Isolated yield 93.6%. Reaction SMILES: C1(N=C=NC2CCCCC2)CCCCC1.C(Cl)Cl.Cl.[CH2:20]([O:27][C:28](=[O:34])[C@@H:29]1[CH2:33][CH2:32][CH2:31][NH:30]1)[C:21]1[CH:26]=[CH:25][CH:24]=[CH:23][CH:22]=1.[C:35]1([CH2:41][CH2:42][C:43](O)=[O:44])[CH:40]=[CH:39][CH:38]=[CH:37][CH:36]=1>C(N(CC)CC)C>[CH2:20]([O:27][C:28](=[O:34])[C@@H:29]1[CH2:33][CH2:32][CH2:31][N:30]1[C:43](=[O:44])[CH2:42][CH2:41][C:35]1[CH:40]=[CH:39][CH:38]=[CH:37][CH:36]=1)[C:21]1[CH:22]=[CH:23][CH:24]=[CH:25][CH:26]=1 |f:2.3|. Procedure: N,N'-dicyclohexylcarbodiimide (18.77 g) was added to a methylene chloride solution (250 ml) containing L-proline benzylester hydrochloride (20.00 g), triethylamine (11.53 ml), and 3-phenylpropionic acid (13.67 g), and the mixture was stirred at 0° C. for 20 hours. After the precipitated dicyclohexylurea was filtered off, the filtrate was concentrated. The residue was dissolved in ethyl acetate, and the resultant solution was successively washed with 1N hydrochloric acid, saturated sodium hydroge...